Dataset: the Open Reaction Database (ORD), a public repository of structured organic reaction records. Task: describe an organic reaction: reactants, conditions, products, and yield The reactants are [N+](=O)([O-])CCC1=CNC=2C=CC=C(C12)C(=O)OC (Methyl 3-(2-nitroethyl)-1H-indole-4-carboxylate), Intermediate 9, Cl (HCl). The reagents and catalysts are [Zn] (Zinc). The solvent is CO (methanol). Product: N1C=C2C=3C(=CC=CC13)C(NCC2)=O (1,3,4,5-Tetrahydro-6H-azepino[5,4,3-cd]indol-6-one). As a reaction SMILES: [N+:1]([CH2:4][CH2:5][C:6]1[C:14]2[C:13]([C:15]([O:17]C)=O)=[CH:12][CH:11]=[CH:10][C:9]=2[NH:8][CH:7]=1)([O-])=O.Cl>CO.[Zn]>[NH:8]1[C:9]2[CH:10]=[CH:11][CH:12]=[C:13]3[C:15](=[O:17])[NH:1][CH2:4][CH2:5][C:6]([C:14]=23)=[CH:7]1. Procedure: Methyl 3-(2-nitroethyl)-1H-indole-4-carboxylate, Intermediate 9 (7.38 g, 29.8 mmol) was dissolved in methanol (200 mL) by heating and aqueous 2M HCl (460 mL) was added. Zinc powder (46.2 g, 706 mmol) was added portion vise by vigorous stirring. The resulting mixture was heated under reflux for 2 h. The hot reaction mixture was filtered and the filtrate was treated with aqueous 2M NaOH (560 mL) and filtered again. The filter cake was washed with methanol. The methanol was removed under reduced pr... Reactants: COC1=CC=C2CCC(C(C2=C1)(C)C)=O (7-Methoxy-1,1-dimethyl-3,4-dihydro-1H-naphthalen-2-one), COC1=CC=C2CCC(C(C2=C1)(C)C)=O (7-Methoxy-1,1-dimethyl-3,4-dihydro-1H-naphthalen-2-one), IC1=NC=CC=C1OCC1=CC=C(C=C1)OC (2-iodo-3-(4-methoxy-benzyloxy)-pyridine), CC(C)([O-])C.[Na+] (sodium t-butoxide), CC1(C2=C(C(=CC=C2)P(C3=CC=CC=C3)C4=CC=CC=C4)OC5=C(C=CC=C51)P(C6=CC=CC=C6)C7=CC=CC=C7)C (Xantphos). Reagents/catalysts: C=1C=CC(=CC1)/C=C/C(=O)/C=C/C2=CC=CC=C2.C=1C=CC(=CC1)/C=C/C(=O)/C=C/C2=CC=CC=C2.C=1C=CC(=CC1)/C=C/C(=O)/C=C/C2=CC=CC=C2.[Pd].[Pd] (Pd2dba3). The solvent is C1(=CC=CC=C1)C (Toluene), C(C)(=O)OCC (ethyl acetate). Conditions: temperature 80 celsius. Product: COC1=CC=C2CC(C(C(C2=C1)(C)C)=O)C1=NC=CC=C1OCC1=CC=C(C=C1)OC (7-Methoxy-3-[3-(4-methoxy-benzyloxy)-pyridin-2-yl]-1,1-dimethyl-3,4-dihydro-1H-naphthalen-2-one). Yield: 44.1%. Reaction SMILES: [CH3:1][O:2][C:3]1[CH:12]=[C:11]2[C:6]([CH2:7][CH2:8][C:9](=[O:15])[C:10]2([CH3:14])[CH3:13])=[CH:5][CH:4]=1.I[C:17]1[C:22]([O:23][CH2:24][C:25]2[CH:30]=[CH:29][C:28]([O:31][CH3:32])=[CH:27][CH:26]=2)=[CH:21][CH:20]=[CH:19][N:18]=1.CC(C)([O-])C.[Na+].CC1(C)C2C(=C(P(C3C=CC=CC=3)C3C=CC=CC=3)C=CC=2)OC2C(P(C3C=CC=CC=3)C3C=CC=CC=3)=CC=CC1=2>C(OCC)(=O)C.C1C=CC(/C=C/C(/C=C/C2C=CC=CC=2)=O)=CC=1.C1C=CC(/C=C/C(/C=C/C2C=CC=CC=2)=O)=CC=1.C1C=CC(/C=C/C(/C=C/C2C=CC=CC=2)=O)=CC=1.[Pd].[Pd].C1(C)C=CC=CC=1>[CH3:1][O:2][C:3]1[CH:12]=[C:11]2[C:6]([CH2:7][CH:8]([C:17]3[C:22]([O:23][CH2:24][C:25]4[CH:30]=[CH:29][C:28]([O:31][CH3:32])=[CH:27][CH:26]=4)=[CH:21][CH:20]=[CH:19][N:18]=3)[C:9](=[O:15])[C:10]2([CH3:13])[CH3:14])=[CH:5][CH:4]=1 |f:2.3,6.7.8.9.10|. Reported procedure: Toluene (0.5 ml) was added to 7-methoxy-1,1-dimethyl-3,4-dihydro-1H-naphthalen-2-one (Compound A2, 36 mg), 2-iodo-3-(4-methoxy-benzyloxy)-pyridine (Compound GT15-1, 50 mg), sodium t-butoxide (35.3 mg), Pd2dba3 (13.5 mg) and Xantphos (17 mg), and the mixture was stirred and heated at 80° C. for 2.5 hrs under nitrogen atmosphere. After cooling, the reaction mixture was diluted with ethyl acetate and subjected to Celite filtration. The organic layer was washed with saturated aqueous solution of sod...